This data is from the Open Reaction Database (ORD), a public repository of structured organic reaction records. The task is: describe an organic reaction: reactants, conditions, products, and yield As a reaction SMILES: [CH2:13]([c:14]1[cH:15][cH:16][cH:17][cH:18][cH:19]1)[O:20][CH2:21][CH:22]=[O:23].[NH2:1][N:2]1[CH:3]([CH3:9])[CH2:4][CH2:5][CH2:6][CH:7]1[CH3:8].[Na:10][C:11]#[N:12]>>[NH:1]([N:2]1[CH:3]([CH3:9])[CH2:4][CH2:5][CH2:6][CH:7]1[CH3:8])[CH:22]([C:11]#[N:12])[CH2:21][O:20][CH2:13][c:14]1[cH:15][cH:16][cH:17][cH:18][cH:19]1. Product: CC1CCCC(C)N1NC(C#N)COCc1ccccc1. The reactants are O=CCOCc1ccccc1, CC1CCCC(C)N1N, N#C[Na].